This data is from the Open Reaction Database (ORD), a public repository of structured organic reaction records. The task is: describe an organic reaction: reactants, conditions, products, and yield The reactants are ClC1=C(C(=CC=C1)C)NC=1NC2=C(N1)C=C(C1=C2CC(O1)(C)C)C(=O)NC1=C(C=CC(=C1)C(F)(F)F)F (2-[(2-chloro-6-methylphenyl)amino]-N-[2-fluoro-5-(trifluoromethyl)phenyl]-7,7-dimethyl-7,8-dihydro-1H-furo[3,2-e]benzimidazole-5-carboxamide), C(C(=O)O)(=O)O (oxalic acid). Run in CC(=O)C (acetone). Yields the product C(C(=O)O)(=O)O.ClC1=C(C(=CC=C1)C)NC=1NC2=C(N1)C=C(C1=C2CC(O1)(C)C)C(=O)NC1=C(C=CC(=C1)C(F)(F)F)F (2-[(2-Chloro-6-methylphenyl)amino]-N-[2-fluoro-5-(trifluoromethyl)phenyl]-7,7-dimethyl-7,8-dihydro-1H-furo[3,2-e]benzimidazole-5-carboxamide Oxalate). As a reaction SMILES: [Cl:1][C:2]1[CH:7]=[CH:6][CH:5]=[C:4]([CH3:8])[C:3]=1[NH:9][C:10]1[NH:11][C:12]2[C:18]3[CH2:19][C:20]([CH3:23])([CH3:22])[O:21][C:17]=3[C:16]([C:24]([NH:26][C:27]3[CH:32]=[C:31]([C:33]([F:36])([F:35])[F:34])[CH:30]=[CH:29][C:28]=3[F:37])=[O:25])=[CH:15][C:13]=2[N:14]=1.[C:38]([OH:43])(=[O:42])[C:39]([OH:41])=[O:40]>CC(C)=O>[C:38]([OH:43])(=[O:42])[C:39]([OH:41])=[O:40].[Cl:1][C:2]1[CH:7]=[CH:6][CH:5]=[C:4]([CH3:8])[C:3]=1[NH:9][C:10]1[NH:11][C:12]2[C:18]3[CH2:19][C:20]([CH3:22])([CH3:23])[O:21][C:17]=3[C:16]([C:24]([NH:26][C:27]3[CH:32]=[C:31]([C:33]([F:36])([F:34])[F:35])[CH:30]=[CH:29][C:28]=3[F:37])=[O:25])=[CH:15][C:13]=2[N:14]=1 |f:3.4|. Reported procedure: To a solution of 2-[(2-chloro-6-methylphenyl)amino]-N-[2-fluoro-5-(trifluoromethyl)phenyl]-7,7-dimethyl-7,8-dihydro-1H-furo[3,2-e]benzimidazole-5-carboxamide (Example-110, 0.100 g) in acetone was added oxalic acid. The reaction mass was refluxed for 3 h. The reaction mass was filtered and obtained residue was washed with DEE to afford 0.100 g desired product.